From a dataset of the Open Reaction Database (ORD), a public repository of structured organic reaction records. describe an organic reaction: reactants, conditions, products, and yield Starting materials: CC1=CCCC(C1CCC(=O)C)(C)C (dihydro-α-ionone), C(OC)(OC)OC (trimethyl orthoformate), [OH-].[K+] (potassium hydroxide), B(F)(F)F.CCOCC (boron trifluoride etherate). The solvent is C(Cl)Cl (methylene chloride), C(Cl)Cl (methylene chloride), C(Cl)Cl (methylene chloride). Yields the product COC1(C2CCC(C(CC1)C2=C)(C)C)C (2-Methoxy-9-methylene-2,6,6-trimethyl-bicyclo[3.3.1]nonane). Isolated yield 85.4%. RXN SMILES: [CH3:1][C:2]1[CH:7]([CH2:8][CH2:9][C:10]([CH3:12])=[O:11])[C:6]([CH3:14])([CH3:13])[CH2:5][CH2:4][CH:3]=1.[CH:15](OC)(OC)OC.B(F)(F)F.CCOCC.[OH-].[K+]>C(Cl)Cl>[CH3:15][O:11][C:10]1([CH3:12])[CH2:9][CH2:8][CH:7]2[C:2](=[CH2:1])[CH:3]1[CH2:4][CH2:5][C:6]2([CH3:14])[CH3:13] |f:2.3,4.5|. Reported procedure: 120 g (0.563 mol) of dihydro-α-ionone, 65 g (0.612 mol) of trimethyl orthoformate and 200 ml of methylene chloride are treated dropwise while stirring during 15 minutes with a solution of 8 g of boron trifluoride etherate in 60 ml of methylene chloride and the mixture is subsequently held under reflux for 105 minutes. The reaction mixture is cooled and poured into 500 ml of a 5% aqueous potassium hydroxide solution. After the addition of 500 ml of methylene chloride and vigorous intermixing the ...